From a dataset of the Open Reaction Database (ORD), a public repository of structured organic reaction records. describe an organic reaction: reactants, conditions, products, and yield The reactants are Cu(NO3)2, N(=O)[O-].[Na+] (NaNO2), NC1=C(OC(C2=CC=CC=C2)C2CN(C(CO2)=O)C)C=CC=C1 (2-[α-(2-amino-phenoxy)-benzyl]-4-methyl-morpholin-5-one). The solvent is O (H2O), Cu2O, OS(=O)(=O)O (H2SO4), O (H2O). Run at time 20 minute. The product is OC1=C(OC(C2=CC=CC=C2)C2CN(C(CO2)=O)C)C=CC=C1 (2-[α-(2-hydroxy-phenoxy)-benzyl]-4-methyl-morpholin-5 -one). Isolated yield 59.8%. Reaction SMILES: N[C:2]1[CH:23]=[CH:22][CH:21]=[CH:20][C:3]=1[O:4][CH:5]([CH:12]1[O:17][CH2:16][C:15](=[O:18])[N:14]([CH3:19])[CH2:13]1)[C:6]1[CH:11]=[CH:10][CH:9]=[CH:8][CH:7]=1.N([O-])=[O:25].[Na+]>OS(O)(=O)=O.O>[OH:25][C:2]1[CH:23]=[CH:22][CH:21]=[CH:20][C:3]=1[O:4][CH:5]([CH:12]1[O:17][CH2:16][C:15](=[O:18])[N:14]([CH3:19])[CH2:13]1)[C:6]1[CH:11]=[CH:10][CH:9]=[CH:8][CH:7]=1 |f:1.2|. Reported procedure: 10 g of 2-[α-(2-amino-phenoxy)-benzyl]-4-methyl-morpholin-5-one was dissolved at 0° C. in 32 ml of 35% H2SO4. At this temperature slow addition was made of 2.76 g of NaNO2 dissolved in 40 ml of H2O and the mixture was kept under stirring in cold conditions for 20 minutes. Still at 0° C. there was added 120 g of Cu(NO3)2 dissolved in 1000 ml of H2O and 4.2 g of Cu2O. After 5 minutes extraction was performed in cold conditions with ethyl acetate; the organic phase was washed to neutrality with a s... Starting materials: COC1=CC=C(C=2CCCCC12)C(CCC)=O (1-(4-methoxy-5,6,7,8-tetrahydro-1-naphthyl)-1-butanone), C=O (paraformaldehyde), Cl.N1CCCC1 (pyrrolidine hydrochloride), Cl (hydrochloric acid). Run in C(C)(C)O (isopropyl alcohol). Yields the product COC1=CC=C(C=2CCCCC12)C(C(CN1CCCC1)CC)=O (1-(4-methoxy-5,6,7,8-tetrahydro-1-naphthyl)-2-ethyl-3-pyrrolidino-1-propanone). Yield: 62.7%. Reaction SMILES: [CH3:1][O:2][C:3]1[C:12]2[CH2:11][CH2:10][CH2:9][CH2:8][C:7]=2[C:6]([C:13](=[O:17])[CH2:14][CH2:15][CH3:16])=[CH:5][CH:4]=1.[CH2:18]=O.Cl.[NH:21]1[CH2:25][CH2:24][CH2:23][CH2:22]1.Cl>C(O)(C)C>[CH3:1][O:2][C:3]1[C:12]2[CH2:11][CH2:10][CH2:9][CH2:8][C:7]=2[C:6]([C:13](=[O:17])[CH:14]([CH2:15][CH3:16])[CH2:18][N:21]2[CH2:25][CH2:24][CH2:23][CH2:22]2)=[CH:5][CH:4]=1 |f:2.3|. Procedure details: A mixture of 1-(4-methoxy-5,6,7,8-tetrahydro-1-naphthyl)-1-butanone (2.50g), paraformaldehyde (0.42g), pyrrolidine hydrochloride (1.51g), and hydrochloric acid (0.2 ml) in isopropyl alcohol (7 ml) was refluxed for 15 hrs. The reaction mixture was evaporated in vacuo to give the residue. The residue was partitioned into water and ethyl ether. The aqueous layer, was extracted, neutralized with ammonia water, and then extracted with ethyl ether. The organic layer was dried over anhydrous magnesium ... Isolated yield 66.7%. Run at time 15 minute. Reactants: ClC1(CC1)C(CC#C)(CN1N=CN=C1)O (4-(1-chlorocyclopropyl)4-hydroxy-5-(1,2,4-triazol-1-yl)-1-pentine), CI (methyl iodide), C(CCC)[Li] (n-butyllithium). The product is ClC1(CC1)C(CC#CC)(CN1N=CN=C1)O (5-(1-chlorocyclopropyl)-5-hydroxy-6-(1,2,4-triazol-1-yl)-2-hexine). As a reaction SMILES: [CH2:1]([Li])CCC.[Cl:6][C:7]1([C:10]([OH:20])([CH2:14][N:15]2[CH:19]=[N:18][CH:17]=[N:16]2)[CH2:11][C:12]#[CH:13])[CH2:9][CH2:8]1.CI>CCCCCC.O1CCCC1.C(OCC)(=O)C>[Cl:6][C:7]1([C:10]([OH:20])([CH2:14][N:15]2[CH:19]=[N:18][CH:17]=[N:16]2)[CH2:11][C:12]#[C:13][CH3:1])[CH2:8][CH2:9]1. The solvent is O1CCCC1 (tetrahydrofuran), O1CCCC1 (tetrahydrofuran), CCCCCC (hexane), C(C)(=O)OCC (ethyl acetate). Procedure details: 26.9 ml (63 mmol) of n-butyllithium in hexane are added at -30° C., with stirring under and a nitrogen atmosphere, to a mixture of 6.76 g (30 mmol) of 4-(1-chlorocyclopropyl)4-hydroxy-5-(1,2,4-triazol-1-yl)-1-pentine and 60 ml of absolute tetrahydrofuran. After the end of the addition, stirring is continued at 0° C. for 15 minutes, and then a solution of 4.68 g (33 mmol) of methyl iodide in 30 ml of absolute tetrahydrofuran is added dropwise. Stirring is then continued for an hour at 20° C. The ... Starting materials: COc1ccc(C(=O)O)cc1S(=O)(=O)N1CCOCC1, CCN=C=NCCCN(C)C, CCOC(C)=O, CC(N)c1cccc(Cl)c1, CN(C)C=O, O, On1nnc2ccccc21. Yields the product COc1ccc(C(=O)NC(C)c2cccc(Cl)c2)cc1S(=O)(=O)N1CCOCC1. RXN SMILES: [CH3:1][O:2][c:3]1[c:4]([S:12](=[O:13])(=[O:14])[N:15]2[CH2:16][CH2:17][O:18][CH2:19][CH2:20]2)[cH:5][c:6]([C:7](=[O:8])[OH:9])[cH:10][cH:11]1.[CH3:21][CH2:22][N:23]=[C:24]=[N:25][CH2:26][CH2:27][CH2:28][N:29]([CH3:30])[CH3:31].[CH3:57][CH2:58][O:59][C:60]([CH3:61])=[O:62].[Cl:42][c:43]1[cH:44][c:45]([CH:49]([CH3:50])[NH2:51])[cH:46][cH:47][cH:48]1.[O:52]=[CH:53][N:54]([CH3:55])[CH3:56].[OH2:63].[OH:32][n:33]1[c:34]2[c:35]([cH:36][cH:37][cH:38][cH:39]2)[n:40][n:41]1>>[CH3:1][O:2][c:3]1[c:4]([S:12](=[O:13])(=[O:14])[N:15]2[CH2:16][CH2:17][O:18][CH2:19][CH2:20]2)[cH:5][c:6]([C:7](=[O:9])[NH:51][CH:49]([c:45]2[cH:44][c:43]([Cl:42])[cH:48][cH:47][cH:46]2)[CH3:50])[cH:10][cH:11]1. Run in S(O)(O)(=O)=O (sulfuric acid). Reaction SMILES: [CH3:1][O:2][C:3]1[CH:16]=[C:15]2[C:6]([O:7][C:8]3[CH:9]=[CH:10][C:11]([C:18]([OH:20])=[O:19])=[CH:12][C:13]=3[C:14]2=[O:17])=[CH:5][CH:4]=1.[CH2:21](O)[CH3:22]>S(=O)(=O)(O)O>[CH3:1][O:2][C:3]1[CH:16]=[C:15]2[C:6]([O:7][C:8]3[CH:9]=[CH:10][C:11]([C:18]([O:20][CH2:21][CH3:22])=[O:19])=[CH:12][C:13]=3[C:14]2=[O:17])=[CH:5][CH:4]=1. Procedure details: A mixture of 7-methoxy-9-oxoxanthene-2-carboxylic acid in ethanol (100ml) and concentrated sulfuric acid (10 ml) was refluxed under nitrogen for 24 hours. The reaction mixture was concentrated and cooled. The product, which precipitated, was filtered off and recrystallized from ethanol to give white crystals (2.53g, 84%), mp. 170°-172° C. The yield is 84.0%. Reactants: COC1=CC=C2OC=3C=CC(=CC3C(C2=C1)=O)C(=O)O (7-methoxy-9-oxoxanthene-2-carboxylic acid), C(C)O (ethanol). Yields the product COC1=CC=C2OC=3C=CC(=CC3C(C2=C1)=O)C(=O)OCC (Ethyl 7-methoxy-9-oxoxanthene-2-carboxylate). Starting materials: Ru[(S,S)-Tsdpen], C1(C=CCCC1)=O (2-cyclohexenone), C(CC(=O)OC)(=O)OC (dimethyl malonate). The solvent is CC(C)(C)O (2-methyl-2-propanol). Conditions: temperature 30 celsius, time 48 hour. Yields the product COC(=O)C([C@H]1CC(CCC1)=O)C(=O)OC ((R)-3-[bis(methoxycarbonyl)methyl]cyclohexanone). The yield is 93.3%. RXN SMILES: [C:1]1(=[O:7])[CH2:6][CH2:5][CH2:4][CH:3]=[CH:2]1.[C:8]([O:15][CH3:16])(=[O:14])[CH2:9][C:10]([O:12][CH3:13])=[O:11]>CC(O)(C)C>[CH3:13][O:12][C:10]([CH:9]([C:8]([O:15][CH3:16])=[O:14])[C@@H:3]1[CH2:4][CH2:5][CH2:6][C:1](=[O:7])[CH2:2]1)=[O:11]. Reported procedure: Under an atmosphere of argon, 12.6 mg (0.02 mmol, S/C=50) of Ru[(S,S)-Tsdpen] (hexamethylbenzene), 97 μL (1.0 mmol) of 2-cyclohexenone, 114 μL (1.0 mmol) of dimethyl malonate, and 1 mL of 2-methyl-2-propanol were placed in a 20 mL Schlenk tube and stirred at 30° C. for 48 hours. This solution was purified by flash column chromatography (hexane/acetone=90/10, SiO2) to give 213 mg (93% yield) of the title compound. The optical purity was measured by HPLC (CHIRALPAK AS manufactured by Daicel Chemic...